This data is from the Open Reaction Database (ORD), a public repository of structured organic reaction records. The task is: describe an organic reaction: reactants, conditions, products, and yield Starting materials: C(C)SC(=C(CC(=O)C1=CC=C(C=C1)C(F)(F)F)C(F)(F)F)SCC (4,4-Bis-ethylsulfanyl-3-trifluoromethyl-1-(4-trifluoromethyl-phenyl)-but-3-en-1-one), [O-]Cl.[Na+] (NaOCl), ethyl. The solvent is C(=O)(C(F)(F)F)O (TFA), O (water). Product: C(C)SC(C(CC(C1=CC=C(C=C1)C(F)(F)F)=O)C(F)(F)F)=O (4-Oxo-2-trifluoromethyl-4-(4-trifluoromethyl-phenyl)-thiobutyric acid S-ethyl ester). RXN SMILES: [CH2:1]([S:3][C:4](SCC)=[C:5]([C:19]([F:22])([F:21])[F:20])[CH2:6][C:7]([C:9]1[CH:14]=[CH:13][C:12]([C:15]([F:18])([F:17])[F:16])=[CH:11][CH:10]=1)=[O:8])[CH3:2].[O-:26]Cl.[Na+]>C(O)(C(F)(F)F)=O.O>[CH2:1]([S:3][C:4](=[O:26])[CH:5]([C:19]([F:22])([F:21])[F:20])[CH2:6][C:7](=[O:8])[C:9]1[CH:14]=[CH:13][C:12]([C:15]([F:18])([F:17])[F:16])=[CH:11][CH:10]=1)[CH3:2] |f:1.2|. Procedure: A mixture of 4,4-bis-ethylsulfanyl-3-trifluoromethyl-1-(4-trifluoromethyl-phenyl)-but-3-en-1-one (example C.26 step 3) (36.96 g, 92 mmol) in TFA (54.3 mL) and water (5.8 mL) was refluxed for 18 h under nitrogen atmosphere, the exhaust of the reaction was passed through a NaOCl solution to trap the liberated ethyl mercaptane. The volatiles were evaporated and the mixture was diluted with water and extracted with TBME, the organic layer was washed with sat. NaHCO3-sol. and brine, dried over Na2SO4... Starting materials: Cl (hydrogen chloride), CCOCC (ether), BrC(C(=O)NC1=C2C(N(C(C2=CC=C1)=O)C(CS(=O)(=O)C)C1=CC(=C(C=C1)OC)OCC)=O)C (2-bromo-N-{2-[1-(3-ethoxy-4-methoxyphenyl)-2-(methylsulfonyl)ethyl]-1,3-dioxoisoindolin-4-yl}propanamide), CNC (dimethylamine), CO (methanol). Run in C(C)(=O)OCC (ethyl acetate), C(C)#N (acetonitrile), C(Cl)Cl (methylene chloride), C(O)([O-])=O.[Na+] (sodium hydrogen carbonate). Reaction conditions: time 2 day. Product: CN(C(C(=O)NC1=C2C(N(C(C2=CC=C1)=O)C(CS(=O)(=O)C)C1=CC(=C(C=C1)OC)OCC)=O)C)C (2-(dimethylamino)-N-{2-[1-(3-ethoxy-4-methoxyphenyl)-2-(methyl-sulfonyl)ethyl]-1,3-dioxoisoindolin-4-yl}propanamide), Cl (hydrogen chloride). Isolated yield 58.0%. As a reaction SMILES: Br[CH:2]([CH3:34])[C:3]([NH:5][C:6]1[CH:14]=[CH:13][CH:12]=[C:11]2[C:7]=1[C:8](=[O:33])[N:9]([CH:16]([C:22]1[CH:27]=[CH:26][C:25]([O:28][CH3:29])=[C:24]([O:30][CH2:31][CH3:32])[CH:23]=1)[CH2:17][S:18]([CH3:21])(=[O:20])=[O:19])[C:10]2=[O:15])=[O:4].[CH3:35][NH:36][CH3:37].CO.[ClH:40].CCOCC>C(#N)C.C(Cl)Cl.C(=O)([O-])O.[Na+].C(OCC)(=O)C>[CH3:35][N:36]([CH3:37])[CH:2]([CH3:34])[C:3]([NH:5][C:6]1[CH:14]=[CH:13][CH:12]=[C:11]2[C:7]=1[C:8](=[O:33])[N:9]([CH:16]([C:22]1[CH:27]=[CH:26][C:25]([O:28][CH3:29])=[C:24]([O:30][CH2:31][CH3:32])[CH:23]=1)[CH2:17][S:18]([CH3:21])(=[O:20])=[O:19])[C:10]2=[O:15])=[O:4].[ClH:40] |f:7.8|. Procedure: To asuspension of 2-bromo-N-{2-[1-(3-ethoxy-4-methoxyphenyl)-2-(methylsulfonyl)ethyl]-1,3-dioxoisoindolin-4-yl}propanamide (500 mg, 0.9 mmol) in acetonitrile (5 mL) was added dimethylamine in methanol (1.5 mL, 2M, 3.0 mmol) at room temperature and the mixture was stirred for 2 days. The mixture was diluted with methylene chloride (50 mL) and sodium hydrogen carbonate (25 mL). The organic layer was separated, washed with brine (25 mL), and dried over magnesium sulfate. The solvent was removed in ... The reactants are O=C([O-])[O-], CCC(C)=O, CN(C)CCCl, [K+], [K+], O=Cc1ccc(O)cc1O. Yields the product CN(C)CCOc1ccc(C=O)c(O)c1. As a reaction SMILES: [C:17](=[O:18])([O-:19])[O-:20].[CH2:23]([C:24]([CH3:25])=[O:26])[CH3:27].[Cl:11][CH2:12][CH2:13][N:14]([CH3:15])[CH3:16].[K+:21].[K+:22].[OH:1][c:2]1[c:3]([CH:4]=[O:5])[cH:6][cH:7][c:8]([OH:10])[cH:9]1>>[OH:1][c:2]1[c:3]([CH:4]=[O:5])[cH:6][cH:7][c:8]([O:10][CH2:12][CH2:13][N:14]([CH3:15])[CH3:16])[cH:9]1.